Dataset: the Open Reaction Database (ORD), a public repository of structured organic reaction records. Task: describe an organic reaction: reactants, conditions, products, and yield Starting materials: Cl (hydrochloric acid), O1C(CCCC1)OCCN1CCC(=CC1)C1=CNC2=CC=CC=C12 (3-[1-(2-{2-tetrahydropyranyloxy}-ethyl)-1,2,3,6-tetrahydro-4-pyridinyl]-1H-indole), C(C)O (ethanol), [OH-].[Na+] (sodium hydroxide). Run in O (water). Conditions: time 2 hour. Product: N1C=C(C2=CC=CC=C12)C=1CCN(CC1)CCO (4-(1H-indol-3-yl)-3,6-dihydro-1-(2H)-pyridine-ethanol). As a reaction SMILES: Cl.O1CCCCC1[O:8][CH2:9][CH2:10][N:11]1[CH2:16][CH:15]=[C:14]([C:17]2[C:25]3[C:20](=[CH:21][CH:22]=[CH:23][CH:24]=3)[NH:19][CH:18]=2)[CH2:13][CH2:12]1.C(O)C.[OH-].[Na+]>O>[NH:19]1[C:20]2[C:25](=[CH:24][CH:23]=[CH:22][CH:21]=2)[C:17]([C:14]2[CH2:15][CH2:16][N:11]([CH2:10][CH2:9][OH:8])[CH2:12][CH:13]=2)=[CH:18]1 |f:3.4|. Procedure: 15.6 ml of 6 N hydrochloric acid were added to a mixture of the product of Step A and 156 ml of 95% ethanol and the mixture was stirred for 31/2 hours under an inert atmosphere and was then poured into one liter of water. 10 ml of sodium hydroxide were added to the mixture which was then filtered. The recovered crystals were washed with water and dried under reduced pressure to obtain 4.068 g of 4-(1H-indol-3-yl)-3,6-dihydro-1-(2H)-pyridine-ethanol melting at 164°-165° C. Starting materials: CO, CC(c1ccccc1)N1CC(=NO)C2(CCC2)C1=O. The product is CC(c1ccccc1)N1CC(N)C2(CCC2)C1=O. As a reaction SMILES: [CH3:20][OH:21].[c:1]1([CH:7]([CH3:8])[N:9]2[C:10](=[O:19])[C:11]3([CH2:12][CH2:13][CH2:14]3)[C:15](=[N:17][OH:18])[CH2:16]2)[cH:2][cH:3][cH:4][cH:5][cH:6]1>>[c:1]1([CH:7]([CH3:8])[N:9]2[C:10](=[O:19])[C:11]3([CH2:12][CH2:13][CH2:14]3)[CH:15]([NH2:17])[CH2:16]2)[cH:2][cH:3][cH:4][cH:5][cH:6]1. Starting materials: C([O-])(O)=O.[Na+] (sodium bicarbonate), COC=1C=C2C(=CC=NC2=CC1OC)OC1=CC=C(C=C1)N (6,7-Dimethoxy-4-(4-aminophenyloxy)quinoline), [N+](=O)([O-])C1=C(C=O)C=CC=C1 (2-nitrobenzaldehyde), C(C)(=O)O[BH-](OC(C)=O)OC(C)=O.[Na+] (sodium triacetoxyborohydride). Solvent: O (Water), O1CCCC1 (tetrahydrofuran), C(C)(=O)O (acetic acid). Conditions: time 30 minute. Product: COC=1C=C2C(=CC=NC2=CC1OC)OC1=CCC(C=C1)=NCC1=C(C=CC=C1)[N+](=O)[O-] (6,7-Dimethoxy-4-(4-(2-nitrophenylmethylimino)phenyloxy)quinoline). The yield is 62.2%. Reaction SMILES: [CH3:1][O:2][C:3]1[CH:4]=[C:5]2[C:10](=[CH:11][C:12]=1[O:13][CH3:14])[N:9]=[CH:8][CH:7]=[C:6]2[O:15][C:16]1[CH:21]=[CH:20][C:19]([NH2:22])=[CH:18][CH:17]=1.[N+:23]([C:26]1[CH:33]=[CH:32][CH:31]=[CH:30][C:27]=1[CH:28]=O)([O-:25])=[O:24].C(O[BH-](OC(=O)C)OC(=O)C)(=O)C.[Na+].C(=O)(O)[O-].[Na+]>O1CCCC1.O.C(O)(=O)C>[CH3:1][O:2][C:3]1[CH:4]=[C:5]2[C:10](=[CH:11][C:12]=1[O:13][CH3:14])[N:9]=[CH:8][CH:7]=[C:6]2[O:15][C:16]1[CH:17]=[CH:18][C:19](=[N:22][CH2:28][C:27]2[CH:30]=[CH:31][CH:32]=[CH:33][C:26]=2[N+:23]([O-:25])=[O:24])[CH2:20][CH:21]=1 |f:2.3,4.5|. Procedure details: 6,7-Dimethoxy-4-(4-aminophenyloxy)quinoline (500 mg, 1.6873 mmol) was dissolved in tetrahydrofuran (64 ml), and after adding 2-nitrobenzaldehyde (320 mg, 2.1091 mmol) and acetic acid (0.58 ml), sodium triacetoxyborohydride (720 mg, 3.3746 mmol) was further added and the mixture was stirred at room temperature for 11 hours and 30 minutes. Water and saturated sodium bicarbonate were added, the mixture was extracted with ethyl acetate, washed with saturated brine and dried over anhydrous magnesium ... Starting materials: C(C)(C)(C)OC(=O)N1C(=CC2=CC=C(C=C12)SC)C (2-methyl-6-methylsulfanyl-indole-1-carboxylic acid tert-butyl ester), OOS(=O)[O-].[K+] (OXONE), CO.O (MeOH water). Product: C(C)(C)(C)OC(=O)N1C(=CC2=CC=C(C=C12)S(=O)(=O)C)C (6-methanesulfonyl-2-methyl-indole-1-carboxylic acid tert-butyl ester). As a reaction SMILES: [C:1]([O:5][C:6]([N:8]1[C:16]2[C:11](=[CH:12][CH:13]=[C:14](SC)[CH:15]=2)[CH:10]=[C:9]1[CH3:19])=[O:7])([CH3:4])([CH3:3])[CH3:2].O[O:21][S:22]([O-:24])=O.[K+].[CH3:26]O.O>>[C:1]([O:5][C:6]([N:8]1[C:16]2[C:11](=[CH:12][CH:13]=[C:14]([S:22]([CH3:26])(=[O:24])=[O:21])[CH:15]=2)[CH:10]=[C:9]1[CH3:19])=[O:7])([CH3:4])([CH3:3])[CH3:2] |f:1.2,3.4|. Procedure details: The product of step 1 (20.3 g) was treated with 135 g OXONE™ in 300 mL 1:1 MeOH/water for 2 h. The mixture was partitioned between methylene chloride and water, the organic layer was separated, washed, dried, and evaporated to dryness to yield 6-methanesulfonyl-2-methyl-indole-1-carboxylic acid tert-butyl ester (16 g) as a solid. RXN SMILES: [Br:1][CH:2]([CH3:17])[C:3]([C:5]1[C:6]([CH3:16])=[CH:7][C:8](C)=[C:9]([CH:14]=1)[C:10]([O:12][CH3:13])=[O:11])=[O:4].CC1C=CC(C(O)=O)=CC=1>>[Br:1][CH:2]([CH3:17])[C:3]([C:5]1[CH:14]=[C:9]([CH:8]=[CH:7][C:6]=1[CH3:16])[C:10]([O:12][CH3:13])=[O:11])=[O:4]. The product is BrC(C(=O)C=1C=C(C(=O)OC)C=CC1C)C (Methyl 3-(2-bromopropanoyl)-4-methylbenzoate). Procedure: The title compound was prepared using standard chemical manipulations and procedures similar to those used for the preparation of compound 1.6, except 4-methylbenzoic acid was used in place of 2,4-dimethylbenzoic acid. Starting materials: BrC(C(=O)C=1C(=CC(=C(C(=O)OC)C1)C)C)C (methyl 5-(2-bromopropanoyl)-2,4-dimethylbenzoate), CC1=CC=C(C(=O)O)C=C1 (4-methylbenzoic acid).